Dataset: the Open Reaction Database (ORD), a public repository of structured organic reaction records. Task: describe an organic reaction: reactants, conditions, products, and yield The reactants are COC(C(=O)C1=CN2CC(CC3=CC=CC1=C23)CO)=O ((5-(hydroxymethyl)-5,6-dihydro-4H-pyrrolo[3,2,1-ij]quinolin-1-yl]oxoacetic acid methyl ester), BrC1=CC=C2C(=CNC2=C1)CC(=O)N ((6-bromo-1H-indol-3-yl)acetamide). Product: BrC1=CC=C2C(=CNC2=C1)C1C(NC(C1C1=CN2CC(CC3=CC=CC1=C23)CO)=O)=O (3-(6-Bromo-1H-indol-3-yl)-4-(5-hydroxymethyl-5,6-dihydro-4H-pyrrolo[3,2,1-ij]quinolin-1-yl)-pyrrolidine-2,5-dione). As a reaction SMILES: C[O:2][C:3](=O)[C:4]([C:6]1[C:16]2=[C:17]3[C:12](=[CH:13][CH:14]=[CH:15]2)[CH2:11][CH:10]([CH2:18][OH:19])[CH2:9][N:8]3[CH:7]=1)=O.[Br:21][C:22]1[CH:30]=[C:29]2[C:25]([C:26]([CH2:31][C:32]([NH2:34])=[O:33])=[CH:27][NH:28]2)=[CH:24][CH:23]=1>>[Br:21][C:22]1[CH:30]=[C:29]2[C:25]([C:26]([CH:31]3[CH:4]([C:6]4[C:16]5=[C:17]6[C:12](=[CH:13][CH:14]=[CH:15]5)[CH2:11][CH:10]([CH2:18][OH:19])[CH2:9][N:8]6[CH:7]=4)[C:3](=[O:2])[NH:34][C:32]3=[O:33])=[CH:27][NH:28]2)=[CH:24][CH:23]=1. Reported procedure: Beginning with (5-(hydroxymethyl)-5,6-dihydro-4H-pyrrolo[3,2,1-ij]quinolin-1-yl]oxoacetic acid methyl ester and (6-bromo-1H-indol-3-yl)acetamide, the title compound was prepared essentially as described in Example 1.